From a dataset of the Open Reaction Database (ORD), a public repository of structured organic reaction records. describe an organic reaction: reactants, conditions, products, and yield The solvent is C(Cl)Cl (methylene chloride). Reaction SMILES: [CH3:1][C:2]1([CH3:15])[C:11]2[CH:10]=[C:9]([C:12]([OH:14])=[O:13])[CH:8]=[CH:7][C:6]=2[CH2:5][CH2:4][CH2:3]1.O[C:17]1[CH:27]=[CH:26][C:20]([C:21]([O:23][CH2:24][CH3:25])=[O:22])=[CH:19][CH:18]=1.C1(N=C=NC2CCCCC2)CCCCC1>CN(C)C1C=CN=CC=1.C(Cl)Cl>[CH2:24]([O:23][C:21](=[O:22])[C:20]1[CH:26]=[CH:27][C:17]([O:13][C:12]([C:9]2[CH:8]=[CH:7][C:6]3[CH2:5][CH2:4][CH2:3][C:2]([CH3:15])([CH3:1])[C:11]=3[CH:10]=2)=[O:14])=[CH:18][CH:19]=1)[CH3:25]. Reactants: CC1(CCCC=2C=CC(=CC12)C(=O)O)C (8,8-dimethyl-5,6,7,8-tetrahydro-2-naphthoic acid), OC1=CC=C(C(=O)OCC)C=C1 (ethyl 4-hydroxybenzoate), C1(CCCCC1)N=C=NC1CCCCC1 (1,3-dicyclohexylcarbodiimide). Yields the product C(C)OC(C1=CC=C(C=C1)OC(=O)C1=CC=2C(CCCC2C=C1)(C)C)=O (Ethyl4-(8,8-dimethyl-5,6,7,8-tetrahydro-2-naphthoyloxy)-benzoate). The reagents and catalysts are CN(C1=CC=NC=C1)C (4-dimethylaminopyridine). Procedure: A solution of 220.7 mg (1.0804 mmol) of 8,8-dimethyl-5,6,7,8-tetrahydro-2-naphthoic acid, 180.6 mg (1.0868 mmol) of ethyl 4-hydroxybenzoate, 227.3 mg (1.1034 mmol) of 1,3-dicyclohexylcarbodiimide and 22.9 mg (0.1874 mmol) of 4-dimethylaminopyridine in 15 ml of methylene chloride was stirred at room temperature for 18 h. The reaction mixture was then filtered and the residue washed with 10 ml of methylene chloride. The filtrate was concentrated in-vacuo and the resultant crude product purified by... Solvent: C(CCl)Cl (ethylene dichloride). RXN SMILES: [CH3:1][C:2]1[CH:7]=[C:6]([N:8]([CH2:11][CH3:12])[CH2:9][CH3:10])[CH:5]=[CH:4][C:3]=1[C:13]([C:15]1[CH:23]=[CH:22][CH:21]=[CH:20][C:16]=1[C:17]([OH:19])=[O:18])=[O:14].S(Cl)(Cl)=O.[C:28]([OH:36])(=[O:35])/[C:29](=[C:31](\[CH:33]=O)/[Cl:32])/[Cl:30].N1C=CC=CC=1>C(Cl)CCl>[Cl:30][C:29]1[C:28](=[O:35])[O:36][CH:33]([O:14][C:13]2([C:3]3[CH:4]=[CH:5][C:6]([N:8]([CH2:11][CH3:12])[CH2:9][CH3:10])=[CH:7][C:2]=3[CH3:1])[C:15]3[C:16](=[CH:20][CH:21]=[CH:22][CH:23]=3)[C:17](=[O:19])[O:18]2)[C:31]=1[Cl:32]. Yields the product ClC=1C(OC(C1Cl)OC1(OC(=O)C2=CC=CC=C12)C1=C(C=C(C=C1)N(CC)CC)C)=O (3-[3,4-dichloro-2(5H)-furanon-5-yl]oxy-3-(2-methyl-4-diethylaminophenyl)phthalide). Reported procedure: In a manner similar to that described in Example 1 above, 2.0 g of 2-(2-methyl-4-diethylaminophenyl)carbonylbenzoic acid, 0.77 g of thionyl chloride and 1.1 g of mucochloric acid were interacted in 20.0 ml of ethylene dichloride in the presence of 0.8 ml of pyridine to obtain 2.5 g of 3-[3,4-dichloro-2(5H)-furanon-5-yl]oxy-3-(2-methyl-4-diethylaminophenyl)phthalide (Formula II: R0 =R=R1 =R2 =H; R4 =R4' =R5 =CH3 ; X=O; Y=3,4-dichloro-2-(5H)-furanon-5-yl), an orange-colored oil. A significant infr... Reactants: CC1=C(C=CC(=C1)N(CC)CC)C(=O)C1=C(C(=O)O)C=CC=C1 (2-(2-methyl-4-diethylaminophenyl)carbonylbenzoic acid), Formula II, N1=CC=CC=C1 (pyridine), S(=O)(Cl)Cl (thionyl chloride), C(/C(/Cl)=C(/Cl)\C=O)(=O)O (mucochloric acid). Yield: 84.2%. Reactants: C(#N)C1=C(C(=C(C(=C1Cl)Cl)Cl)Cl)C#N.C(#N)C1=C(C(=C(C(=C1OC1=CC2=CC=CC=C2C=C1)OC1=CC2=CC=CC=C2C=C1)OC1=CC2=CC=CC=C2C=C1)OC1=CC2=CC=CC=C2C=C1)C#N (1,2-dicyano-3,4,5,6-tetra(2-naphthoxy)benzene 1,2-Dicyano-3,4,5,6-tetrachlorobenzene), C([O-])([O-])=O.[K+].[K+] (potassium carbonate), C1=C(C=CC2=CC=CC=C12)O (2-naphthol), O (water). The solvent is CN(C=O)C (dimethylformamide). Conditions: time 2 hour. The product is C(#N)C1=C(C(=C(C(=C1OC1=CC2=CC=CC=C2C=C1)OC1=CC2=CC=CC=C2C=C1)OC1=CC2=CC=CC=C2C=C1)OC1=CC2=CC=CC=C2C=C1)C#N (1,2-dicyano-3,4,5,6-tetra(2-naphthoxy)benzene). Reaction SMILES: C(C1C(Cl)=C(Cl)C(Cl)=C(Cl)C=1C#N)#N.[C:15]([C:17]1[C:22]([O:23][C:24]2[CH:33]=[CH:32][C:31]3[C:26](=[CH:27][CH:28]=[CH:29][CH:30]=3)[CH:25]=2)=[C:21]([O:34][C:35]2[CH:44]=[CH:43][C:42]3[C:37](=[CH:38][CH:39]=[CH:40][CH:41]=3)[CH:36]=2)[C:20]([O:45][C:46]2[CH:55]=[CH:54][C:53]3[C:48](=[CH:49][CH:50]=[CH:51][CH:52]=3)[CH:47]=2)=[C:19]([O:56][C:57]2[CH:66]=[CH:65][C:64]3[C:59](=[CH:60][CH:61]=[CH:62][CH:63]=3)[CH:58]=2)[C:18]=1[C:67]#[N:68])#[N:16].C(=O)([O-])[O-].[K+].[K+].C1C2C(=CC=CC=2)C=CC=1O.O>CN(C)C=O>[C:67]([C:18]1[C:19]([O:56][C:57]2[CH:66]=[CH:65][C:64]3[C:59](=[CH:60][CH:61]=[CH:62][CH:63]=3)[CH:58]=2)=[C:20]([O:45][C:46]2[CH:55]=[CH:54][C:53]3[C:48](=[CH:49][CH:50]=[CH:51][CH:52]=3)[CH:47]=2)[C:21]([O:34][C:35]2[CH:44]=[CH:43][C:42]3[C:37](=[CH:38][CH:39]=[CH:40][CH:41]=3)[CH:36]=2)=[C:22]([O:23][C:24]2[CH:33]=[CH:32][C:31]3[C:26](=[CH:27][CH:28]=[CH:29][CH:30]=3)[CH:25]=2)[C:17]=1[C:15]#[N:16])#[N:68] |f:0.1,2.3.4|. Procedure: Preparation of 1,2-dicyano-3,4,5,6-tetra(2-naphthoxy)benzene 1,2-Dicyano-3,4,5,6-tetrachlorobenzene (30.5 parts), potassium carbonate (62.8 parts) and 2-naphthol (98.1 parts) were stirred in dimethylformamide (140 parts) at 70° C. for 3 hours. The mixture was poured into water (300 parts) and extracted with chloroform (3×300 parts). The combined chloroform extracts were washed with dilute aqueous sodium hydroxide solution (500 parts) and then with water (500 parts). The chloroform was dried over... The reactants are [OH-].[Na+] (NaOH), 2.8, C(C1=CC=CC=C1)OC1=C(C(=O)OC)C=C(C(=C1)OCC1=CC=CC=C1)S(N(CCC)C)(=O)=O (methyl 2,4-dibenzyloxy-5-(N-methyl-N-propylsulfamoyl)benzoate). Solvent: C1CCOC1 (THF), CO (methanol). Run at time 14 hour. Product: C(C1=CC=CC=C1)OC1=C(C(=O)O)C=C(C(=C1)OCC1=CC=CC=C1)S(N(CCC)C)(=O)=O (2,4-dibenzyloxy-5-(N-methyl-N-propylsulfamoyl)benzoic acid). RXN SMILES: [CH2:1]([O:8][C:9]1[CH:18]=[C:17]([O:19][CH2:20][C:21]2[CH:26]=[CH:25][CH:24]=[CH:23][CH:22]=2)[C:16]([S:27](=[O:34])(=[O:33])[N:28]([CH3:32])[CH2:29][CH2:30][CH3:31])=[CH:15][C:10]=1[C:11]([O:13]C)=[O:12])[C:2]1[CH:7]=[CH:6][CH:5]=[CH:4][CH:3]=1.[OH-].[Na+]>CO.C1COCC1>[CH2:1]([O:8][C:9]1[CH:18]=[C:17]([O:19][CH2:20][C:21]2[CH:22]=[CH:23][CH:24]=[CH:25][CH:26]=2)[C:16]([S:27](=[O:33])(=[O:34])[N:28]([CH3:32])[CH2:29][CH2:30][CH3:31])=[CH:15][C:10]=1[C:11]([OH:13])=[O:12])[C:2]1[CH:7]=[CH:6][CH:5]=[CH:4][CH:3]=1 |f:1.2|. Reported procedure: 2.8 113 g of methyl 2,4-dibenzyloxy-5-(N-methyl-N-propylsulfamoyl)benzoate are dissolved in 300 ml of methanol and 300 ml of THF, 600 ml of 2 N NaOH are added, and the mixture is stirred at room temperature for 14 hours. Some of the solvent is removed, and the mixture is neutralised using dilute HCl with ice-cooling. The precipitated product is separated off and dried, giving 2,4-dibenzyloxy-5-(N-methyl-N-propylsulfamoyl)benzoic acid in quantitative yield. Yields the product COC(=O)c1cccc(N)c1C(=O)OC. RXN SMILES: [CH3:1][O:2][C:3]([c:4]1[c:5]([C:13](=[O:14])[O:15][CH3:16])[c:6]([N+:10]([O-:11])=[O:12])[cH:7][cH:8][cH:9]1)=[O:17].[CH3:20][CH2:21][O:22][C:23](=[O:24])[CH3:25].[H:18][H:19]>>[CH3:1][O:2][C:3]([c:4]1[c:5]([C:13](=[O:14])[O:15][CH3:16])[c:6]([NH2:10])[cH:7][cH:8][cH:9]1)=[O:17]. Reactants: COC(=O)c1cccc([N+](=O)[O-])c1C(=O)OC, CCOC(C)=O, [H][H]. Reactants: CC(C)(C)OC(=O)NC1CN(Cc2ccccc2)CC1CF, CO, CCN(C(C)C)C(C)C, O=C(Cl)OCc1ccccc1. The product is CC(C)(C)OC(=O)NC1CN(C(=O)OCc2ccccc2)CC1CF. As a reaction SMILES: [C:1]([CH3:2])([CH3:3])([CH3:4])[O:5][C:6]([NH:7][CH:8]1[CH2:9][N:10]([CH2:15][c:16]2[cH:17][cH:18][cH:19][cH:20][cH:21]2)[CH2:11][CH:12]1[CH2:13][F:14])=[O:22].[CH3:43][OH:44].[CH:23]([N:24]([CH:25]([CH3:26])[CH3:27])[CH2:28][CH3:29])([CH3:30])[CH3:31].[Cl:32][C:33](=[O:34])[O:35][CH2:36][c:37]1[cH:38][cH:39][cH:40][cH:41][cH:42]1>>[C:1]([CH3:2])([CH3:3])([CH3:4])[O:5][C:6]([NH:7][CH:8]1[CH2:9][N:10]([C:33](=[O:34])[O:35][CH2:36][c:37]2[cH:38][cH:39][cH:40][cH:41][cH:42]2)[CH2:11][CH:12]1[CH2:13][F:14])=[O:22]. The reactants are CN(C)C=O, Cl, Cl[Cu]Cl, Cc1cc(N)ncc1[N+](=O)[O-]. The product is Cc1cc(Cl)ncc1[N+](=O)[O-]. Reaction SMILES: [CH3:13][N:14]([CH3:15])[CH:16]=[O:17].[ClH:12].[Cu:18]([Cl:19])[Cl:20].[NH2:1][c:2]1[n:3][cH:4][c:5]([N+:9](=[O:10])[O-:11])[c:6]([CH3:8])[cH:7]1>>[c:2]1([Cl:12])[n:3][cH:4][c:5]([N+:9](=[O:10])[O-:11])[c:6]([CH3:8])[cH:7]1. Starting materials: CN(C)C=O, Cc1ccc(-c2ccc3c(c2)C=C(C(=O)Nc2ccc(CCl)cc2)CCO3)cc1, Nc1ccccc1. Yields the product Cc1ccc(-c2ccc3c(c2)C=C(C(=O)Nc2ccc(CNc4ccccc4)cc2)CCO3)cc1. As a reaction SMILES: [CH3:37][N:38]([CH3:39])[CH:40]=[O:41].[Cl:1][CH2:2][c:3]1[cH:4][cH:5][c:6]([NH:9][C:10](=[O:11])[C:12]2=[CH:18][c:17]3[c:16]([cH:22][cH:21][c:20](-[c:23]4[cH:24][cH:25][c:26]([CH3:29])[cH:27][cH:28]4)[cH:19]3)[O:15][CH2:14][CH2:13]2)[cH:7][cH:8]1.[NH2:30][c:31]1[cH:32][cH:33][cH:34][cH:35][cH:36]1>>[CH2:2]([c:3]1[cH:4][cH:5][c:6]([NH:9][C:10](=[O:11])[C:12]2=[CH:18][c:17]3[c:16]([cH:22][cH:21][c:20](-[c:23]4[cH:24][cH:25][c:26]([CH3:29])[cH:27][cH:28]4)[cH:19]3)[O:15][CH2:14][CH2:13]2)[cH:7][cH:8]1)[NH:30][c:31]1[cH:32][cH:33][cH:34][cH:35][cH:36]1. The reactants are CCOC(=O)CBr, CN(C)C=O, [H-], [H][H], [Na+], Cc1ncc(CS)c2c1OC(C)(C)OC2. The product is CCOC(=O)CSCc1cnc(C)c2c1COC(C)(C)O2. Reaction SMILES: [Br:20][CH2:21][C:22](=[O:23])[O:24][CH2:25][CH3:26].[CH3:27][N:28]([CH3:29])[CH:30]=[O:31].[H-:1].[H:18][H:19].[Na+:2].[SH:3][CH2:4][c:5]1[c:6]2[c:7]([c:8]([CH3:11])[n:9][cH:10]1)[O:12][C:13]([CH3:16])([CH3:17])[O:14][CH2:15]2>>[S:3]([CH2:4][c:5]1[c:6]2[c:7]([c:8]([CH3:11])[n:9][cH:10]1)[O:12][C:13]([CH3:16])([CH3:17])[O:14][CH2:15]2)[CH2:21][C:22](=[O:23])[O:24][CH2:25][CH3:26].